Dataset: the Open Reaction Database (ORD), a public repository of structured organic reaction records. Task: describe an organic reaction: reactants, conditions, products, and yield The reactants are FC=1C=CC(=C(C=O)C1)OC1CCCC1 (5-fluoro-2-(cyclopentyloxy)-benzaldehyde), [Li+].C[Si](C)(C)[N-][Si](C)(C)C (LHMDS), C(C)(=O)Cl (acetyl chloride), Cl[Si](C)(C)C (chloro-trimethyl-silane). Solvent: C(C)N(CC)CC (triethylamine). Product: FC=1C=CC(=C(C1)C=NC(=C)O[Si](C)(C)C)OC1CCCC1 (1-[5-fluoro-2-(cyclopentyloxy)-phenyl]-3-trimethylsilanyloxy-2-aza-1,3-butadiene). RXN SMILES: [F:1][C:2]1[CH:3]=[CH:4][C:5]([O:10][CH:11]2[CH2:15][CH2:14][CH2:13][CH2:12]2)=[C:6]([CH:9]=1)[CH:7]=O.[Li+].C[Si]([N-:21][Si](C)(C)C)(C)C.[C:26](Cl)(=[O:28])[CH3:27].Cl[Si:31]([CH3:34])([CH3:33])[CH3:32]>C(N(CC)CC)C>[F:1][C:2]1[CH:3]=[CH:4][C:5]([O:10][CH:11]2[CH2:15][CH2:14][CH2:13][CH2:12]2)=[C:6]([CH:7]=[N:21][C:26]([O:28][Si:31]([CH3:34])([CH3:33])[CH3:32])=[CH2:27])[CH:9]=1 |f:1.2|. Procedure: In a manner similar to the method described in Example 112b, 5-fluoro-2-(cyclopentyloxy)-benzaldehyde was treated with LHMDS, acetyl chloride, triethylamine and chloro-trimethyl-silane to give the desired compound, which was directly used for the next step. Reagents/catalysts: [Hg] (mercury). Yields the product C1(=CC=CC=C1)[C@H]1O[C@H]([C@@H](N1NS(=O)(=O)C=1C2=CC=CC=C2C=C2C=CC=CC12)C1=CC=CC=C1)C(=O)OC ((2R,4S,5R)-2,4-diphenyl-3-(9-anthracenesulfonamido)-5-methoxycarbonyl-1,3-oxazolidine). Isolated yield 70.2%. Solvent: C1(=CC=CC=C1)C (toluene). RXN SMILES: [CH:1]1[C:14]2[C:5](=[CH:6][C:7]3[C:12]([C:13]=2[S:15]([NH:18][C@@H](C2C=CC=CC=2)[C@@H](O)C(OC)=O)(=[O:17])=[O:16])=[CH:11][CH:10]=[CH:9][CH:8]=3)[CH:4]=[CH:3][CH:2]=1.C[O:33][CH:34]([O:41][CH3:42])[C:35]1C=CC=CC=1.[C:43]1([CH3:53])[C:44](S([O-])(=O)=O)=[CH:45][CH:46]=[CH:47][CH:48]=1.[NH+:54]1[CH:59]=[CH:58][CH:57]=[CH:56][CH:55]=1.[C:60](#N)[CH3:61].[OH2:63]>C1(C)C=CC=CC=1.[Hg]>[C:43]1([C@@H:53]2[N:54]([NH:18][S:15]([C:13]3[C:12]4[C:7]([CH:6]=[C:5]5[C:14]=3[CH:1]=[CH:2][CH:3]=[CH:4]5)=[CH:8][CH:9]=[CH:10][CH:11]=4)(=[O:16])=[O:17])[C@@H:59]([C:58]3[CH:61]=[CH:60][CH:55]=[CH:56][CH:57]=3)[C@H:35]([C:34]([O:41][CH3:42])=[O:33])[O:63]2)[CH:44]=[CH:45][CH:46]=[CH:47][CH:48]=1 |f:2.3,4.5|. Starting materials: C(C)#N.O (acetonitrile water), COC(C1=CC=CC=C1)OC (benzaldehyde dimethylacetal), C=1(C(=CC=CC1)S(=O)(=O)[O-])C.[NH+]1=CC=CC=C1 (pyndinium toluenesulfonate), C1=CC=CC2=CC3=CC=CC=C3C(=C12)S(=O)(=O)N[C@H]([C@H](C(=O)OC)O)C1=CC=CC=C1 (Methyl (2R,3S)-3-(9-anthracenesulfonamido)-3-phenyl-2-hydroxypropionate). Procedure: A suspension of methyl (2R,3S)-3-(9-anthracenesulfonamido)-3-phenyl-2-hydroxypropionate (II, EXAMPLE 11C, 45 mg, 0.1 mmol) in dry toluene (1 ml) is treated with benzaldehyde dimethylacetal (45 μl, 0.3 mmol) in the presence of a catalytic amount of pyndinium toluenesulfonate (2.5 mg, 0.01 mmol) and stirred at 75° under reduced pressure of 15 inch/mercury for 2 hr. HPLC analysis (silica gel with a C-18 group attached; acetonitrile/water, 65/35, flow 1 ml/min and UV 254 nm) showed the final product...